Task: describe an organic reaction: reactants, conditions, products, and yield. Dataset: the Open Reaction Database (ORD), a public repository of structured organic reaction records Starting materials: C[Si](C)(C)Cl (Trimethylsilyl chloride), [PH2](=O)O (Hypophosphorous acid), ClC(=O)OCC (ethyl chloroformate), [PH2](=O)OCC (ethyl hypophosphite), [PH2](O[Si](CCC)(C)C)=O (ethyltrimethylsilyl phosphinate). Run in C(C)N(CC)CC (Triethylamine), C(C)N(CC)CC (triethylamine), CC(=O)C (Acetone), C1CCOC1 (THF). Reaction conditions: time 1 hour. Product: OC(C)(C)P(OCC)=O (ethyl (1-hydroxy-1-methylethyl)phosphinate). As a reaction SMILES: [PH2](O)=O.ClC([O:7][CH2:8][CH3:9])=O.[PH2:10]([O:12][CH2:13][CH3:14])=[O:11].[CH3:15][Si](Cl)(C)C.[PH2](=O)O[Si](C)(C)CCC>C1COCC1.CC(C)=O.C(N(CC)CC)C>[OH:7][C:8]([PH:10](=[O:11])[O:12][CH2:13][CH3:14])([CH3:9])[CH3:15]. Reported procedure: Hypophosphorous acid (100%, 2.0 g, 0.03M) and ethyl chloroformate (3.3 g, 0.03M) are stirred under nitrogen at room temperature in THF (40 ml). Triethylamine (3.03 g, 0.03M) is carefully added with cooling over 1 hour. 31P nmr shows that there is 85% conversion to ethyl hypophosphite (31P nmr δ=16 ppm). Trimethylsilyl chloride (3.3 g, 0.3M) is added followed by triethylamine (3.03 g, 0.03M). The mixture is stirred for 1 hour, when conversion to ethyltrimethylsilyl phosphinate (31P nmr δ=149 ppm)... Reactants: C(#N)C1=CC(=C(C=C1)NS(=O)(=O)NC1=CC=CC=C1)OC (N-(4-cyano-2-methoxyphenyl)amino sulfonyl aniline), B(Br)(Br)Br (boron tribromide). Solvent: C(Cl)Cl (methylene chloride). Yields the product C(#N)C1=CC(=C(C=C1)NS(=O)(=O)NC1=CC=CC=C1)O (N-(4-cyano-2-hydroxyphenyl)amino sulfonyl aniline). As a reaction SMILES: [C:1]([C:3]1[CH:8]=[CH:7][C:6]([NH:9][S:10]([NH:13][C:14]2[CH:19]=[CH:18][CH:17]=[CH:16][CH:15]=2)(=[O:12])=[O:11])=[C:5]([O:20]C)[CH:4]=1)#[N:2].B(Br)(Br)Br>C(Cl)Cl>[C:1]([C:3]1[CH:8]=[CH:7][C:6]([NH:9][S:10]([NH:13][C:14]2[CH:19]=[CH:18][CH:17]=[CH:16][CH:15]=2)(=[O:12])=[O:11])=[C:5]([OH:20])[CH:4]=1)#[N:2]. Procedure details: To a solution of N-(4-cyano-2-methoxyphenyl)amino sulfonyl aniline (1 mmol) in methylene chloride (1 mL) at −78° C. is added boron tribromide (3 mmol) and the reaction is warmed to rt. Upon completion of the reaction, the reaction is quenched with water (1 mL) and concentrated. The crude material is purified by either recrystalization or chromatography to give N-(4-cyano-2-hydroxyphenyl)amino sulfonyl aniline. The reactants are ClC1=C(C=CC=C1)C1=C(C=C(C(N1)=O)C=O)C1=CC=C(C=C1)Cl (6-(2-Chlorophenyl)-5-(4-chlorophenyl)-3-formyl-2-pyridone), ClCC(C(C)(C)C)=O (1-chloropinacolone), ClCC(C(C)(C)C)=O (1-chloropinacolone), C(=O)([O-])[O-].[Cs+].[Cs+] (Cs2CO3), C(=O)([O-])[O-].[Cs+].[Cs+] (Cs2CO3). Solvent: CCOCC (Et2O). Run at temperature 60 celsius, time 2 hour. Product: ClC1=C(C=CC=C1)C1=C(C=C2C(=N1)OC(=C2)C(C(C)(C)C)=O)C2=CC=C(C=C2)Cl (1-[6-(2-Chlorophenyl)-5-(4-chlorophenyl)furo[2,3-b]pyridin-2-yl]-2,2-dimethylpropan-1-one). Reaction SMILES: [Cl:1][C:2]1[CH:7]=[CH:6][CH:5]=[CH:4][C:3]=1[C:8]1[NH:13][C:12](=[O:14])[C:11]([CH:15]=O)=[CH:10][C:9]=1[C:17]1[CH:22]=[CH:21][C:20]([Cl:23])=[CH:19][CH:18]=1.Cl[CH2:25][C:26](=[O:31])[C:27]([CH3:30])([CH3:29])[CH3:28].C([O-])([O-])=O.[Cs+].[Cs+]>CCOCC>[Cl:1][C:2]1[CH:7]=[CH:6][CH:5]=[CH:4][C:3]=1[C:8]1[N:13]=[C:12]2[O:14][C:25]([C:26](=[O:31])[C:27]([CH3:30])([CH3:29])[CH3:28])=[CH:15][C:11]2=[CH:10][C:9]=1[C:17]1[CH:18]=[CH:19][C:20]([Cl:23])=[CH:21][CH:22]=1 |f:2.3.4|. Procedure: To a solution of 0.38 g of the product of Step A dissolved in 3 mL of DW, was added 0.14 mL (1.07 mmol) of 1-chloropinacolone and 0.65 g of Cs2CO3. After stirring for 2 h, another 0.05 mL (0.38 mmol) of 1-chloropinacolone was added and the stirring was continued for another 1 h. Additional 0.325 g (1 mmol) of Cs2CO3 was added and the solution was heated in a 60° C. bath for 3 h. The solution was cooled, diluted with Et2O, washed with water, brine, dried and concentrated. The residue was purified... Reactants: Cl/C=1/C(=O)OC(\C1)=O (chloromaleic anhydride), COC1=C(C=CC=C1)CCN (2-(2-methoxyphenyl)-ethylamine), O (water). The solvent is C(C)(=O)O (acetic acid). The product is COC1=C(C=CC=C1)CCN=C(\C(=C/C(=O)O)\Cl)O (chloromaleic acid N-[2-(2-methoxyphenyl)-ethyl]-imide). Isolated yield 73.3%. RXN SMILES: [Cl:1][C:2]1[C:3]([O:5][C:6](=[O:8])[CH:7]=1)=[O:4].[CH3:9][O:10][C:11]1[CH:16]=[CH:15][CH:14]=[CH:13][C:12]=1[CH2:17][CH2:18][NH2:19].O>C(O)(=O)C>[CH3:9][O:10][C:11]1[CH:16]=[CH:15][CH:14]=[CH:13][C:12]=1[CH2:17][CH2:18][N:19]=[C:3]([OH:4])/[C:2](/[Cl:1])=[CH:7]\[C:6]([OH:5])=[O:8]. Reported procedure: 13.25 g (0.1 mol) of chloromaleic anhydride and 15.2 g (0.1 mol) of 2-(2-methoxyphenyl)-ethylamine are heated to the boiling point in 100 ml of glacial acetic acid for 4 hours. 100 ml of water are then added and the oil which has precipitated is extracted with methylene chloride. The methylene chloride phase is separated off, washed with water, dried and evaporated. The oil which remains crystallizes. 20.8 g (78% of theory) of chloromaleic acid N-[2-(2-methoxyphenyl)-ethyl]-imide are obtained. The reactants are Cl (Hydrogen chloride), OCC1=CC(=NC(=C1)C(F)(F)F)NC1CCN(CC1)C(=O)OC(C)(C)C (tert-butyl 4-{[4-(hydroxymethyl)-6-(trifluoromethyl)pyridin-2-yl]amino}piperidine-1-carboxylate), [OH-].[Na+] (NaOH). Run in O1CCOCC1 (1,4-dioxane), O1CCOCC1 (dioxane). Reaction conditions: time 30 minute. The product is N1CCC(CC1)NC1=NC(=CC(=C1)CO)C(F)(F)F ([2-(piperidin-4-ylamino)-6-(trifluoromethyl)pyridin-4-yl]methanol). Isolated yield 82.7%. Reaction SMILES: Cl.[OH:2][CH2:3][C:4]1[CH:9]=[C:8]([C:10]([F:13])([F:12])[F:11])[N:7]=[C:6]([NH:14][CH:15]2[CH2:20][CH2:19][N:18](C(OC(C)(C)C)=O)[CH2:17][CH2:16]2)[CH:5]=1.[OH-].[Na+]>O1CCOCC1>[NH:18]1[CH2:19][CH2:20][CH:15]([NH:14][C:6]2[CH:5]=[C:4]([CH2:3][OH:2])[CH:9]=[C:8]([C:10]([F:12])([F:11])[F:13])[N:7]=2)[CH2:16][CH2:17]1 |f:2.3|. Procedure: 4.0 M Hydrogen chloride in dioxane (36 mL, 140 mmol) was added to a solution of tert-butyl 4-{[4-(hydroxymethyl)-6-(trifluoromethyl)pyridin-2-yl]amino}piperidine-1-carboxylate (2.7 g, 7.2 mmol, from Step 3) in 1,4-dioxane (18 mL). After stirring for 30 minutes, the mixture was then basified to pH 12-13 by the addition of 1.0 N NaOH. The product was extracted with DCM (6×). The combined organic extracts were dried over sodium sulfate, filtered and concentrated to afford the product as a white pow...